From a dataset of the Open Reaction Database (ORD), a public repository of structured organic reaction records. describe an organic reaction: reactants, conditions, products, and yield The reactants are O=C1N(C(C2=CC=CC=C12)=O)CCCC=O (4-(1,3-dihydro-1,3-dioxo-2H-isoindol-2-yl)butanal), diethyl acetal, Cl.N(N)C1=CC=C(C=C1)CC(=O)O (4-hydrazinobenzene acetic acid, hydrochloride). Solvent: C(C)O (ethanol), C(C)(=O)O (acetic acid), O (water). Product: O=C1N(C(C2=CC=CC=C12)=O)CCC1=CNC2=CC=C(C=C12)CC(=O)O (3-[2-(1,3-Dihydro-1,3-dioxo-2H-isoindol-2-yl)ethyl]-1H-indole-5-acetic acid). Reaction SMILES: [O:1]=[C:2]1[C:10]2[C:5](=[CH:6][CH:7]=[CH:8][CH:9]=2)[C:4](=[O:11])[N:3]1[CH2:12][CH2:13][CH2:14][CH:15]=O.Cl.[NH:18]([C:20]1[CH:25]=[CH:24][C:23]([CH2:26][C:27]([OH:29])=[O:28])=[CH:22][CH:21]=1)N>C(O)C.C(O)(=O)C.O>[O:1]=[C:2]1[C:10]2[C:5](=[CH:6][CH:7]=[CH:8][CH:9]=2)[C:4](=[O:11])[N:3]1[CH2:12][CH2:13][C:14]1[C:25]2[C:20](=[CH:21][CH:22]=[C:23]([CH2:26][C:27]([OH:29])=[O:28])[CH:24]=2)[NH:18][CH:15]=1 |f:1.2|. Reported procedure: A solution of 4-(1,3-dihydro-1,3-dioxo-2H-isoindol-2-yl)butanal, diethyl acetal (36 g) in absolute ethanol (125 ml) was added to a solution of 4-hydrazinobenzene acetic acid, hydrochloride (25 g) in 25% aqueous acetic acid (640 ml) heated to 80° under nitrogen. The mixture was heated at 70°-80° for 2.75 h and the solvent was removed under reduced pressure to give a red oil. This was diluted with water and extracted with ethyl acetate (5×250 ml). A gummy solid insoluble in either phase was collec... Reactants: C(C)(=O)OCC (ethyl acetate), COC(CC1C(C2=CC=C(C=C2CC1)Cl)=NN(C)C)OC (6-Chloro-1-(dimethylhydrazono)-1,2,3,4-tetrahydro-2-naphthaleneacetaldehyde dimethyl acetal). The reagents and catalysts are O.O.[Cu](Cl)Cl (copper(II) chloride dihydrate). The solvent is O1CCCC1 (tetrahydrofuran), P(=O)([O-])([O-])[O-] (phosphate). Run at time 18 hour. The product is COC(CC1C(C2=CC=C(C=C2CC1)Cl)=O)OC (6-chloro-1,2,3,4-tetrahydro-1-oxo-2-naphthaleneacetaldehyde dimethyl acetal), ClC=1C=C2CCC(C(C2=CC1)=O)CC=O (6-chloro-1,2,3,4-tetrahydro-1-oxo-2-naphthaleneacetaldehyde). Yield: 43.0%. Reaction SMILES: [CH3:1][O:2][CH:3]([O:20][CH3:21])[CH2:4][CH:5]1[CH2:14][CH2:13][C:12]2[C:7](=[CH:8][CH:9]=[C:10]([Cl:15])[CH:11]=2)[C:6]1=NN(C)C.C(OCC)(=[O:24])C>O1CCCC1.P([O-])([O-])([O-])=O.O.O.[Cu](Cl)Cl>[CH3:1][O:2][CH:3]([O:20][CH3:21])[CH2:4][CH:5]1[CH2:14][CH2:13][C:12]2[C:7](=[CH:8][CH:9]=[C:10]([Cl:15])[CH:11]=2)[C:6]1=[O:24].[Cl:15][C:10]1[CH:11]=[C:12]2[C:7](=[CH:8][CH:9]=1)[C:6](=[O:24])[CH:5]([CH2:4][CH:3]=[O:2])[CH2:14][CH2:13]2 |f:4.5.6|. Procedure details: 6-Chloro-1-(dimethylhydrazono)-1,2,3,4-tetrahydro-2-naphthaleneacetaldehyde dimethyl acetal (10.3 g) was dissolved under argon in a mixture of 500 ml of tetrahydrofuran and 265 ml of 0.067M phosphate buffer of pH value 7. The solution was treated with 8.7 g of copper(II) chloride dihydrate and stirred at room temperature for 18 hours. 400 ml of ethyl acetate were added to the reaction mixture and it was washed twice with 500 ml of a mixture of 25% ammonia solution and saturated ammonium chloride... Run at time 15 hour. RXN SMILES: [NH2:1][CH2:2][CH2:3][C@H:4]1OC(C)(C)[O:7][C@@H:6]([CH2:12][C:13]([O:15]C(C)(C)C)=[O:14])[CH2:5]1.[F:20][C:21]1[CH:26]=[CH:25][C:24]([C:27](=O)[CH:28]([C:44]2[CH:49]=[CH:48][CH:47]=[CH:46][CH:45]=2)[CH:29]([C:39](=O)[CH:40]([CH3:42])[CH3:41])[C:30]([NH:32][C:33]2[CH:38]=[CH:37][CH:36]=[CH:35][CH:34]=2)=[O:31])=[CH:23][CH:22]=1.O1CCCC1.[Cl-].[NH4+]>CCCCCCC.C1(C)C=CC=CC=1.O>[F:20][C:21]1[CH:22]=[CH:23][C:24]([C:27]2[N:1]([CH2:2][CH2:3][C@H:4]3[CH2:5][C@H:6]([OH:7])[CH2:12][C:13](=[O:14])[O:15]3)[C:39]([CH:40]([CH3:42])[CH3:41])=[C:29]([C:30]([NH:32][C:33]3[CH:34]=[CH:35][CH:36]=[CH:37][CH:38]=3)=[O:31])[C:28]=2[C:44]2[CH:45]=[CH:46][CH:47]=[CH:48][CH:49]=2)=[CH:25][CH:26]=1 |f:3.4,5.6|. Procedure: A solution of 0.79 g (2.89 mmol) of (±)-cis-1,1-dimethylethyl 6-(2-aminoethyl)-2,2-dimethyl-1,3-dioxane-4-acetate and 100 g (2.41 mmol) of (±)-4-fluoro-α-[2-methyl-1-oxopropyl]-γ-oxo-N,β-diphenylbenzenebutaneamide mixture of [R-(R*,R*)], [R-(R*,S*)], [S-(R*,R*)] and [S-(R*,S*)] isomers in 15 mL of heptane:toluene (9:1) is heated at reflux for 24 hours. The solution is cooled and poured into 100 mL of tetrahydrofuran and 50 mL of saturated ammonium chloride in water. The layers are separated and ... The reactants are NCC[C@@H]1C[C@@H](OC(O1)(C)C)CC(=O)OC(C)(C)C ((±)-cis-1,1-dimethylethyl 6-(2-aminoethyl)-2,2-dimethyl-1,3-dioxane-4-acetate), FC1=CC=C(C=C1)C(C(C(C(=O)NC1=CC=CC=C1)C(C(C)C)=O)C1=CC=CC=C1)=O ((±)-4-fluoro-α-[2-methyl-1-oxopropyl]-γ-oxo-N,β-diphenylbenzenebutaneamide), O1CCCC1 (tetrahydrofuran), [Cl-].[NH4+] (ammonium chloride). The solvent is CCCCCCC.C1(=CC=CC=C1)C (heptane toluene), O (water). Product: FC1=CC=C(C=C1)C1=C(C(=C(N1CC[C@@H]1OC(C[C@H](C1)O)=O)C(C)C)C(=O)NC1=CC=CC=C1)C1=CC=CC=C1 (Trans-(±)-5-(4-fluorophenyl)-2-(1-methylethyl)-N,4-diphenyl-1-[2-(tetrahydro-4-hydroxy-6-oxo-2H-pyran-2-yl)ethyl]-1H-pyrrole-3-carboxamide). Starting materials: FC1=C(C=CC=C1OC)CCN (2-(2-fluoro-3-methoxy-phenyl)-ethylamine), TEA, C(C)(=O)OC(C)=O (acetic anhydride). The solvent is C(Cl)Cl (DCM). Run at time 2 hour. The product is FC1=C2CCNC(C2=CC=C1OC)C (5-Fluoro-6-methoxy-1-methyl-1,2,3,4-tetrahydro-isoquinoline). As a reaction SMILES: [F:1][C:2]1[C:7]([O:8][CH3:9])=[CH:6][CH:5]=[CH:4][C:3]=1[CH2:10][CH2:11][NH2:12].[C:13](OC(=O)C)(=O)[CH3:14]>C(Cl)Cl>[F:1][C:2]1[C:7]([O:8][CH3:9])=[CH:6][CH:5]=[C:4]2[C:3]=1[CH2:10][CH2:11][NH:12][CH:13]2[CH3:14]. Procedure details: To 500 mg (2.96 mmol) 2-(2-fluoro-3-methoxy-phenyl)-ethylamine and 622 μL (3.10 mmol) TEA in 7 mL DCM are added slowly 293 μL (3.83 mmol) acetic anhydride at 0° C. and stirring is continued for 2 h. After that time, the reaction mixture is quenched by the addition of water and extracted three times with DCM. The organic layers are combined, dried over MgSO4, filtered and the solvent is removed in vacuo. Procedure details: DMF (20 ml) was added to 1-(4-hydroxyphenyl)ethanone (1.81 g, 13.3 mmol), 2-bromo-N-(4-bromophenyl)acetamide (3.00 g, 10.2 mmol), and potassium carbonate (4.25 g, 30.7 mmol), and the mixture was stirred at room temperature for 16 hrs. The reaction mixture was diluted with ethyl acetate, washed with saturated brine, and dried over anhydrous sodium sulfate. The solvent was evaporated under reduced pressure, and the obtained residue was purified by alumina column chromatography (developing solvent;... Run at time 16 hour. The reactants are CN(C)C=O (DMF), OC1=CC=C(C=C1)C(C)=O (1-(4-hydroxyphenyl)ethanone), BrCC(=O)NC1=CC=C(C=C1)Br (2-bromo-N-(4-bromophenyl)acetamide), C([O-])([O-])=O.[K+].[K+] (potassium carbonate). As a reaction SMILES: CN(C=O)C.[OH:6][C:7]1[CH:12]=[CH:11][C:10](C(=O)C)=[CH:9][CH:8]=1.Br[CH2:17][C:18]([NH:20]C1C=CC(Br)=CC=1)=[O:19].C(=O)([O-])[O-].[K+].[K+]>C(OCC)(=O)C>[O:6]([CH2:17][C:18]([NH2:20])=[O:19])[C:7]1[CH:8]=[CH:9][CH:10]=[CH:11][CH:12]=1 |f:3.4.5|. The product is O(C1=CC=CC=C1)CC(=O)N (phenoxyacetamide). The yield is 223.1%. Solvent: C(C)(=O)OCC (ethyl acetate). Reactants: ClC1=CC=C2C(C(NC2=C1)=O)=O (6-chloroisatin), C(CCC)[Li] (n-butyllithium), BrC=1C=NC=CC1 (3-bromo-pyridine). Solvent: O1CCCC1 (tetrahydrofuran), O1CCCC1 (tetrahydrofuran), O1CCCC1 (tetrahydrofuran). Conditions: time 15 minute. The product is ClC1=CC=C2C(C(NC2=C1)=O)(C=1C=NC=CC1)O (rac-6-Chloro-3-hydroxy-3-pyridin-3-yl-1,3-dihydro-indol-2-one). Reaction SMILES: C([Li])CCC.Br[C:7]1[CH:8]=[N:9][CH:10]=[CH:11][CH:12]=1.[Cl:13][C:14]1[CH:22]=[C:21]2[C:17]([C:18](=[O:24])[C:19](=[O:23])[NH:20]2)=[CH:16][CH:15]=1>O1CCCC1>[Cl:13][C:14]1[CH:22]=[C:21]2[C:17]([C:18]([OH:24])([C:7]3[CH:8]=[N:9][CH:10]=[CH:11][CH:12]=3)[C:19](=[O:23])[NH:20]2)=[CH:16][CH:15]=1. Procedure: To a solution of n-butyllithium (2.0 M in hexanes, 3.45 mL, 7.5 mmol) (Aldrich) in tetrahydrofuran (3 mL) at −78° C. was added a solution of 3-bromo-pyridine (0.96 g, 8.1 mmol) (Aldrich) in tetrahydrofuran (6 mL) dropwisely. After the addition, the resulting dark solution was stirred for additional 15 minutes. A solution of 6-chloroisatin (0.5 g, 2.76 mmol) (Crescent) in tetrahydrofuran (5 mL) was added dropwisely and the crude was warmed up to room temperature and stirred at room temperature fo...